From a dataset of the Open Reaction Database (ORD), a public repository of structured organic reaction records. describe an organic reaction: reactants, conditions, products, and yield The reactants are N (ammonia), CN1C=C(C2=CC=CC=C12)C=1C(OC(C1C1=CC(=CC=C1)[N+](=O)[O-])=O)=O (3-(1-methylindol-3-yl)-4-(3-nitrophenyl)furan-2,5-dione), O (Water). The solvent is CN(C)C=O (DMF). Reaction conditions: time 6 hour. Product: CN1C=C(C2=CC=CC=C12)C=1C(NC(C1C1=CC(=CC=C1)[N+](=O)[O-])=O)=O (3-(1-methylindol-3-yl)-4-(3-nitrophenyl)-1H-pyrrole-2,5-dione). Isolated yield 75.0%. Reaction SMILES: [CH3:1][N:2]1[C:10]2[C:5](=[CH:6][CH:7]=[CH:8][CH:9]=2)[C:4]([C:11]2[C:12](=[O:26])O[C:14](=[O:25])[C:15]=2[C:16]2[CH:21]=[CH:20][CH:19]=[C:18]([N+:22]([O-:24])=[O:23])[CH:17]=2)=[CH:3]1.[NH3:27].O>CN(C=O)C>[CH3:1][N:2]1[C:10]2[C:5](=[CH:6][CH:7]=[CH:8][CH:9]=2)[C:4]([C:11]2[C:12](=[O:26])[NH:27][C:14](=[O:25])[C:15]=2[C:16]2[CH:21]=[CH:20][CH:19]=[C:18]([N+:22]([O-:24])=[O:23])[CH:17]=2)=[CH:3]1. Procedure details: A solution of 3-(1-methylindol-3-yl)-4-(3-nitrophenyl)furan-2,5-dione (9 g, 26 mmol) in DMF (20 mL) was heated to about 140° C. Aqueous ammonia (20 mL) was added in portions and the heating was continued for 6 h. Water (20 mL) was added and the reaction mixture was allowed to stand at room temperature overnight. The orange colored solid was filtered off, washed with water and dried under vacuum to afford 3-(1-methylindol-3-yl)-4-(3-nitrophenyl)-1H-pyrrole-2,5-dione (6.7 g, 75%). Reactants: CC(C)C[Al+]CC(C)C, C=CCN1NC(C)=C2N=C(c3ccccc3Cl)c3cc(OC)c(-c4ccccc4)cc3N=C21, [H-], COc1cc(C(=O)c2ccccc2Cl)c(N)cc1-c1ccccc1, C=CCn1nc(C)c(N)c1Cl. Yields the product COc1cc2c(cc1-c1ccccc1)N=C1NNC(C)=C1N=C2c1ccccc1Cl. As a reaction SMILES: [CH2:70]([Al+:71][CH2:72][CH:73]([CH3:74])[CH3:75])[CH:76]([CH3:77])[CH3:78].[Cl:36][c:37]1[c:38]([C:43]2=[N:44][C:45]3=[C:64]([CH3:65])[NH:63][N:62]([CH2:66][CH:67]=[CH2:68])[C:46]3=[N:47][c:48]3[c:49]2[cH:50][c:51]([O:60][CH3:61])[c:52](-[c:54]2[cH:55][cH:56][cH:57][cH:58][cH:59]2)[cH:53]3)[cH:39][cH:40][cH:41][cH:42]1.[H-:69].[NH2:1][c:2]1[cH:3][c:4](-[c:5]2[cH:6][cH:7][cH:8][cH:9][cH:10]2)[c:11]([O:12][CH3:13])[cH:14][c:15]1[C:16]([c:17]1[cH:18][cH:19][cH:20][cH:21][c:22]1[Cl:23])=[O:24].[NH2:25][c:26]1[c:27]([CH3:28])[n:29][n:30]([CH2:31][CH:32]=[CH2:33])[c:34]1[Cl:35]>>[Cl:36][c:37]1[c:38]([C:43]2=[N:44][C:45]3=[C:64]([CH3:65])[NH:63][NH:62][C:46]3=[N:47][c:48]3[c:49]2[cH:50][c:51]([O:60][CH3:61])[c:52](-[c:54]2[cH:55][cH:56][cH:57][cH:58][cH:59]2)[cH:53]3)[cH:39][cH:40][cH:41][cH:42]1. The solvent is C1(=CC=CC=C1)C (toluene). Product: ClCC(C(=O)OC(C)(C)C)(C)C (tert-Butyl 3-chloro-pivaloate). Starting materials: CC(C)([O-])C.[Na+] (sodium tert-butoxide), ClCC(C(=O)Cl)(C)C (3-chloropivaloyl chloride). Conditions: time 8 hour. Procedure details: A slurry of sodium tert-butoxide (195.3 g, 2.03 mol) in 800 mL of dry toluene was cooled to 0° C. in an ice bath. To the stirred slurry was added 3-chloropivaloyl chloride (XIII) (300.0 g 1.94 mol) dropwise at a rate sufficient to maintain the reaction temperature below 10° C. After the addition was complete, the reaction mixture was allowed to warm to room temperature and stirred overnight. The reaction was quenched with water, the mixture extracted with ether, and the ether layer washed with w... RXN SMILES: [CH3:1][C:2]([CH3:5])([O-:4])[CH3:3].[Na+].[Cl:7][CH2:8][C:9]([CH3:14])([CH3:13])[C:10](Cl)=[O:11]>C1(C)C=CC=CC=1>[Cl:7][CH2:8][C:9]([CH3:14])([CH3:13])[C:10]([O:4][C:2]([CH3:5])([CH3:3])[CH3:1])=[O:11] |f:0.1|.